Dataset: the Open Reaction Database (ORD), a public repository of structured organic reaction records. Task: describe an organic reaction: reactants, conditions, products, and yield Reaction conditions: temperature 0 celsius, time 24 hour. As a reaction SMILES: [CH:1]1([N:4]([CH3:14])[C:5]([CH:7]2[CH2:9][CH:8]2[C:10](OC)=[O:11])=O)[CH2:3][CH2:2]1.[H-].[Al+3].[Li+].[H-].[H-].[H-].O>C1COCC1.C(Cl)Cl>[CH:1]1([N:4]([CH2:5][CH:7]2[CH2:9][CH:8]2[CH2:10][OH:11])[CH3:14])[CH2:2][CH2:3]1 |f:1.2.3.4.5.6|. Reactants: O (water), [H-].[Al+3].[Li+].[H-].[H-].[H-] (lithium aluminium hydride), C1(CC1)N(C(=O)C1C(C1)C(=O)OC)C (methyl (1RS,2RS)-2-(cyclopropyl-methylcarbamoyl)-cyclopropanecarboxylate). Run in C1CCOC1 (THF), C1CCOC1 (THF), C(Cl)Cl (methylene chloride). Procedure details: The crude methyl (1RS,2RS)-2-(cyclopropyl-methylcarbamoyl)-cyclopropanecarboxylate is dissolved in 9 ml of THF and added dropwise to a boiling suspension of 1.4 g of lithium aluminium hydride in 40 ml of THF. The reaction mixture is boiled for a further 24 hrs., then cooled to 0° C. and treated with 9 ml of water, dried, filtered and concentrated. The oil obtained is dissolved in methylene chloride, dried and concentrated to give 4.2 g of (1RS,2RS)-[2-[(cylcopropyl-methyl-amino)-methyl]-cyclopro... Product: C1(CC1)N(C)CC1C(C1)CO ((1RS,2RS)-[2-[(cylcopropyl-methyl-amino)-methyl]-cyclopropyl]methanol). The product is O=C(O)c1ccc(NC(=S)NN=Cc2cc(Br)cc(Br)c2O)cc1. Reactants: O=Cc1cc(Br)cc(Br)c1O, NNC(=S)Nc1ccc(C(=O)O)cc1, CN(C)C=O, CS(C)=O. RXN SMILES: [Br:15][c:16]1[c:17]([OH:25])[c:18]([CH:19]=[O:20])[cH:21][c:22]([Br:24])[cH:23]1.[C:1](=[O:2])([OH:3])[c:4]1[cH:5][cH:6][c:7]([NH:10][C:11]([NH:12][NH2:13])=[S:14])[cH:8][cH:9]1.[CH3:26][N:27]([CH3:28])[CH:29]=[O:30].[CH3:31][S:32]([CH3:33])=[O:34]>>[C:1](=[O:2])([OH:3])[c:4]1[cH:5][cH:6][c:7]([NH:10][C:11]([NH:12][N:13]=[CH:19][c:18]2[c:17]([OH:25])[c:16]([Br:15])[cH:23][c:22]([Br:24])[cH:21]2)=[S:14])[cH:8][cH:9]1. Starting materials: C(C1=CC=CC=C1)OC(=O)N1C(CC(CC1)=O)C1=C(C=C(C=C1)F)C (1-benzyloxycarbonyl-2-(4-fluoro-2-methylphenyl)-4-oxopiperidine), COC(OC)OC (trimethoxymethane). Solvent: CO (methanol). Reaction conditions: time 3 day. Yields the product C(C1=CC=CC=C1)OC(=O)N1C(CC(CC1)(OC)OC)C1=C(C=C(C=C1)F)C (1-benzyloxycarbonyl-2-(4-fluoro-2-methylphenyl)-4,4-dimethoxypiperidine). RXN SMILES: [CH2:1]([O:8][C:9]([N:11]1[CH2:16][CH2:15]C(=O)[CH2:13][CH:12]1[C:18]1[CH:23]=[CH:22][C:21]([F:24])=[CH:20][C:19]=1[CH3:25])=[O:10])[C:2]1[CH:7]=[CH:6][CH:5]=[CH:4][CH:3]=1.CO[CH:28]([O:31][CH3:32])[O:29][CH3:30]>CO>[CH2:1]([O:8][C:9]([N:11]1[CH2:16][CH2:15][C:28]([O:29][CH3:30])([O:31][CH3:32])[CH2:13][CH:12]1[C:18]1[CH:23]=[CH:22][C:21]([F:24])=[CH:20][C:19]=1[CH3:25])=[O:10])[C:2]1[CH:3]=[CH:4][CH:5]=[CH:6][CH:7]=1. Procedure: To 132 g of 1-benzyloxycarbonyl-2-(4-fluoro-2-methylphenyl)-4-oxopiperidine were added 650 ml of methanol, 84 ml of trimethoxymethane and 2 g of strongly acidic resin IR-120 (manufactured by Japan Organo Co., Ltd.), and the mixture was stirred at room temperature for 3 days. From the reaction mixture was removed insoluble matters by filtration, and the solvent was removed by distillation under reduced pressure, to give 146 g of 1-benzyloxycarbonyl-2-(4-fluoro-2-methylphenyl)-4,4-dimethoxypiperid... Starting materials: CC(C)(C)OC(=O)NCc1ccccc1-c1cccc(O)c1, CCOC(C)=O, Cl. Yields the product Cl, NCc1ccccc1-c1cccc(O)c1. As a reaction SMILES: [C:1]([O:2][C:3](=[O:4])[NH:8][CH2:9][c:10]1[c:11](-[c:16]2[cH:17][c:18]([OH:22])[cH:19][cH:20][cH:21]2)[cH:12][cH:13][cH:14][cH:15]1)([CH3:5])([CH3:6])[CH3:7].[CH3:24][CH2:25][O:26][C:27]([CH3:28])=[O:29].[ClH:23]>>[ClH:23].[NH2:8][CH2:9][c:10]1[c:11](-[c:16]2[cH:17][c:18]([OH:22])[cH:19][cH:20][cH:21]2)[cH:12][cH:13][cH:14][cH:15]1. Reactants: CCCOCCOc1ccc(OB([O-])[O-])cc1, CCCN1CCC(C(=O)Nc2ccc(CN(C)C3CCOCC3)cc2)=Cc2cc(Br)ccc21, O=C([O-])[O-], CCO, CCOC(C)=O, [K+], [K+], O, Cc1ccccc1. The product is CCCOCCOc1ccc(-c2ccc3c(c2)C=C(C(=O)Nc2ccc(CN(C)C4CCOCC4)cc2)CCN3CCC)cc1. RXN SMILES: [B:1]([O-:2])([O-:16])[O:17][c:3]1[cH:4][cH:5][c:6]([O:9][CH2:10][CH2:11][O:12][CH2:13][CH2:14][CH3:15])[cH:7][cH:8]1.[Br:18][c:19]1[cH:20][cH:21][c:22]2[c:23]([cH:50]1)[CH:24]=[C:25]([C:32](=[O:33])[NH:34][c:35]1[cH:36][cH:37][c:38]([CH2:41][N:42]([CH:43]3[CH2:44][CH2:45][O:46][CH2:47][CH2:48]3)[CH3:49])[cH:39][cH:40]1)[CH2:26][CH2:27][N:28]2[CH2:29][CH2:30][CH3:31].[C:51](=[O:52])([O-:53])[O-:54].[CH2:64]([OH:65])[CH3:66].[CH3:68][CH2:69][O:70][C:71](=[O:72])[CH3:73].[K+:55].[K+:56].[OH2:67].[c:57]1([CH3:58])[cH:59][cH:60][cH:61][cH:62][cH:63]1>>[c:3]1(-[c:19]2[cH:20][cH:21][c:22]3[c:23]([cH:50]2)[CH:24]=[C:25]([C:32](=[O:33])[NH:34][c:35]2[cH:36][cH:37][c:38]([CH2:41][N:42]([CH:43]4[CH2:44][CH2:45][O:46][CH2:47][CH2:48]4)[CH3:49])[cH:39][cH:40]2)[CH2:26][CH2:27][N:28]3[CH2:29][CH2:30][CH3:31])[cH:4][cH:5][c:6]([O:9][CH2:10][CH2:11][O:12][CH2:13][CH2:14][CH3:15])[cH:7][cH:8]1. Starting materials: N1C(NC2=CC=CC=C12)=O (azaoxindole), [N+](=O)([O-])C1=C2CC(NC2=CC=C1)=O (4-Nitro-1,3-dihydro-2H-indol-2-one). Yields the product NC1=C2CC(NC2=CC=C1)=O (4-Amino-1,3-dihydro-2H-indol-2-one). As a reaction SMILES: N1C2C(=CC=CC=2)NC1=O.[N+:11]([C:14]1[CH:22]=[CH:21][CH:20]=[C:19]2[C:15]=1[CH2:16][C:17](=[O:23])[NH:18]2)([O-])=O>>[NH2:11][C:14]1[CH:22]=[CH:21][CH:20]=[C:19]2[C:15]=1[CH2:16][C:17](=[O:23])[NH:18]2. Procedure: Essentially following the procedures described in Intermediate 4, but using 4-nitro-1,3-dihydro-2H-indol-2-one from Step A in place of 5-nitro-1′-{[2-(trimethylsilyl)ethoxy]methyl}-1,3-dihydrospiro[indene-2,3′-pyrrolo[2,3-b]pyridin]-2′(1′H)-one, the title compound was obtained. MS: m/z=149 (M+1). The reactants are CO, CCOC(C)=O, CCOC(=O)Cc1cc(C(=O)c2ccc3cc(-c4ccc(C(=O)OCc5ccccc5)cc4)n(CCCCN4C(=O)c5ccccc5C4=O)c3c2)sc1-c1cccc(O)c1. Product: CCOC(=O)Cc1cc(C(=O)c2ccc3cc(-c4ccc(C(=O)O)cc4)n(CCCCN4C(=O)c5ccccc5C4=O)c3c2)sc1-c1cccc(O)c1. Reaction SMILES: [CH3:61][OH:62].[CH3:63][CH2:64][O:65][C:66]([CH3:67])=[O:68].[O:1]=[C:2]1[N:3]([CH2:12][CH2:13][CH2:14][CH2:15][n:16]2[c:17](-[c:45]3[cH:46][cH:47][c:48]([C:49](=[O:50])[O:51][CH2:52][c:53]4[cH:54][cH:55][cH:56][cH:57][cH:58]4)[cH:59][cH:60]3)[cH:18][c:19]3[cH:20][cH:21][c:22]([C:25](=[O:26])[c:27]4[s:28][c:29](-[c:38]5[cH:39][c:40]([OH:44])[cH:41][cH:42][cH:43]5)[c:30]([CH2:32][C:33](=[O:34])[O:35][CH2:36][CH3:37])[cH:31]4)[cH:23][c:24]23)[C:4](=[O:11])[c:5]2[cH:6][cH:7][cH:8][cH:9][c:10]21>>[O:1]=[C:2]1[N:3]([CH2:12][CH2:13][CH2:14][CH2:15][n:16]2[c:17](-[c:45]3[cH:46][cH:47][c:48]([C:49](=[O:50])[OH:51])[cH:59][cH:60]3)[cH:18][c:19]3[cH:20][cH:21][c:22]([C:25](=[O:26])[c:27]4[s:28][c:29](-[c:38]5[cH:39][c:40]([OH:44])[cH:41][cH:42][cH:43]5)[c:30]([CH2:32][C:33](=[O:34])[O:35][CH2:36][CH3:37])[cH:31]4)[cH:23][c:24]23)[C:4](=[O:11])[c:5]2[cH:6][cH:7][cH:8][cH:9][c:10]21. Starting materials: CC(=O)SC1C=C2CCC3C4CCC(=O)C4(C)CCC3C2(C)CC1, CO, N. Yields the product CC12CCC3C(CCC4=CC(S)CCC43C)C1CCC2=O. Reaction SMILES: [C:1](=[O:2])([CH3:3])[S:4][CH:5]1[CH:6]=[C:7]2[CH2:8][CH2:9][CH:10]3[CH:11]4[CH2:12][CH2:13][C:14](=[O:24])[C:15]4([CH3:16])[CH2:17][CH2:18][CH:19]3[C:20]2([CH3:23])[CH2:21][CH2:22]1.[CH3:26][OH:27].[NH3:25]>>[SH:4][CH:5]1[CH:6]=[C:7]2[CH2:8][CH2:9][CH:10]3[CH:11]4[CH2:12][CH2:13][C:14](=[O:24])[C:15]4([CH3:16])[CH2:17][CH2:18][CH:19]3[C:20]2([CH3:23])[CH2:21][CH2:22]1. The reactants are COC1=CC=C(C=C1)C1=C(C(N(N=C1C1=CC=C(C=C1)OC)C(C)C)=O)C(=O)O (5,6-bis(4-methoxyphenyl)-4-carboxy-2-isopropyl-2H-pyridazin-3-one), Cl.CN (methylamine hydrochloride). Product: COC1=CC=C(C=C1)C1=C(C(N(N=C1C1=CC=C(C=C1)OC)C(C)C)=O)C(NC)=O (5,6-bis(4-Methoxyphenyl)-2-isopropyl-4-methylcarbamoyl-2H-pyridazin-3-one). Yield: 92.3%. Reaction SMILES: [CH3:1][O:2][C:3]1[CH:8]=[CH:7][C:6]([C:9]2[C:14]([C:15]3[CH:20]=[CH:19][C:18]([O:21][CH3:22])=[CH:17][CH:16]=3)=[N:13][N:12]([CH:23]([CH3:25])[CH3:24])[C:11](=[O:26])[C:10]=2[C:27]([OH:29])=O)=[CH:5][CH:4]=1.Cl.[CH3:31][NH2:32]>>[CH3:1][O:2][C:3]1[CH:4]=[CH:5][C:6]([C:9]2[C:14]([C:15]3[CH:16]=[CH:17][C:18]([O:21][CH3:22])=[CH:19][CH:20]=3)=[N:13][N:12]([CH:23]([CH3:25])[CH3:24])[C:11](=[O:26])[C:10]=2[C:27](=[O:29])[NH:32][CH3:31])=[CH:7][CH:8]=1 |f:1.2|. Procedure: Using 5,6-bis(4-methoxyphenyl)-4-carboxy-2-isopropyl-2H-pyridazin-3-one and methylamine hydrochloride as starting materials, the procedures of Example 22 were repeated likewise, whereby the title compound was obtained in a yield of 92.3%. Starting materials: CCOC(C)=O, [H][H], Cc1ccc([N+](=O)[O-])cc1N1C(=O)c2cccc(C)c2C1=O. Yields the product Cc1ccc(N)cc1N1C(=O)c2cccc(C)c2C1=O. Reaction SMILES: [CH3:25][CH2:26][O:27][C:28](=[O:29])[CH3:30].[H:23][H:24].[N+:1]([O-:2])(=[O:3])[c:4]1[cH:5][c:6]([N:11]2[C:12](=[O:22])[c:13]3[c:14]([c:17]([CH3:21])[cH:18][cH:19][cH:20]3)[C:15]2=[O:16])[c:7]([CH3:10])[cH:8][cH:9]1>>[NH2:1][c:4]1[cH:5][c:6]([N:11]2[C:12](=[O:22])[c:13]3[c:14]([c:17]([CH3:21])[cH:18][cH:19][cH:20]3)[C:15]2=[O:16])[c:7]([CH3:10])[cH:8][cH:9]1.